This data is from the Open Reaction Database (ORD), a public repository of structured organic reaction records. The task is: describe an organic reaction: reactants, conditions, products, and yield Reactants: CNC1CCCc2ccccc21, CCO, CCOC(C)=O, Cc1nc(Cl)nc(Cl)c1CCl, [K+], [K+], O=C([O-])[O-], O. RXN SMILES: [CH3:18][NH:19][CH:20]1[CH2:21][CH2:22][CH2:23][c:24]2[cH:25][cH:26][cH:27][cH:28][c:29]21.[CH3:31][CH2:32][OH:33].[CH3:34][CH2:35][O:36][C:37]([CH3:38])=[O:39].[Cl:1][c:2]1[n:3][c:4]([CH3:11])[c:5]([CH2:9][Cl:10])[c:6]([Cl:8])[n:7]1.[K+:12].[K+:13].[O-:14][C:15]([O-:16])=[O:17].[OH2:30]>>[Cl:1][c:2]1[n:3][c:4]([CH3:11])[c:5]([CH2:9][N:19]([CH3:18])[CH:20]2[CH2:21][CH2:22][CH2:23][c:24]3[cH:25][cH:26][cH:27][cH:28][c:29]32)[c:6]([Cl:8])[n:7]1. Yields the product Cc1nc(Cl)nc(Cl)c1CN(C)C1CCCc2ccccc21. The reactants are C(C)(C)(C)C=1N=C(C2=C(N1)N(N=N2)CC2=C(C=CC=C2)Cl)N2CCOCC2 (5-tert-Butyl-3-(2-chloro-benzyl)-7-morpholin-4-yl-3H-[1,2,3]triazolo[4,5-d]pyrimidine), C(C)(C)(C)C1=NC(C2=C(N1)N(N=N2)CC2=C(C=CC=C2)Cl)=O (5-tert-butyl-3-(2-chlorobenzyl)-3H-[1,2,3]triazolo[4,5-d]pyrimidin-7(4H)-one), C(C)N(C1=CC=CC=C1)CC (N,N-diethylaniline), O=P(Cl)(Cl)Cl (POCl3). The product is C(C)(C)(C)C=1N=C(C2=C(N1)N(N=N2)CC2=C(C=CC=C2)Cl)Cl (5-tert-butyl-7-chloro-3-(2-chlorobenzyl)-3H-[1,2,3]triazolo[4,5-d]pyrimidine). RXN SMILES: [C:1]([C:5]1[N:6]=[C:7](N2CCOCC2)[C:8]2[N:13]=[N:12][N:11]([CH2:14][C:15]3[CH:20]=[CH:19][CH:18]=[CH:17][C:16]=3[Cl:21])[C:9]=2[N:10]=1)([CH3:4])([CH3:3])[CH3:2].C(C1NC2N(CC3C=CC=CC=3[Cl:48])N=NC=2C(=O)N=1)(C)(C)C.C(N(CC)C1C=CC=CC=1)C.O=P(Cl)(Cl)Cl>>[C:1]([C:5]1[N:6]=[C:7]([Cl:48])[C:8]2[N:13]=[N:12][N:11]([CH2:14][C:15]3[CH:20]=[CH:19][CH:18]=[CH:17][C:16]=3[Cl:21])[C:9]=2[N:10]=1)([CH3:4])([CH3:3])[CH3:2]. Procedure: 5-tert-Butyl-3-(2-chloro-benzyl)-7-morpholin-4-yl-3H-[1,2,3]triazolo[4,5-d]pyrimidine A mixture of 5-tert-butyl-3-(2-chlorobenzyl)-3H-[1,2,3]triazolo[4,5-d]pyrimidin-7(4H)-one (12.3 mg, 38.7 μmol) and N,N-diethylaniline (12.3 μL, 77.4 μmol) in POCl3 (250 μL, 2.73 mmol) was refluxed for 3 h under N2 atmosphere. The reaction mixture was concentrated in vacuo, diluted with EtOAc, washed with cold H2O and brine, dried over Na2SO4 and concentrated in vacuo to afford crude 5-tert-butyl-7-chloro-3-(2-c... Reactants: Cl (hydrochloric acid), Cl (hydrogen chloride), O=C[C@H](O)[C@@H](O)[C@@H](O)[C@H](O)CO (D-(+)-galactose), C(CCCCCCCCCCC)OS(=O)(=O)C1=CC=CC=C1.[Na] (sodium laurylbenzenesulfonate), C1(=CC=CC=C1)C (toluene). The reagents and catalysts are [Cl-].C(CCCCCCCCCCCCCCC)[N+](C)(C)C (cetyltrimethylammonium chloride). Solvent: O (water). Conditions: time 5 hour. Yields the product ClCC1=CC=C(C=O)O1 (5-chloromethylfurfural). As a reaction SMILES: [O:1]=[CH:2][C@@H:3]([C@H:5]([C@H:7]([C@@H:9]([CH2:11]O)[OH:10])O)O)O.C(OS(C1C=CC=CC=1)(=O)=O)CCCCCCCCCCC.[Na].C1(C)C=CC=CC=1.[ClH:43]>[Cl-].C([N+](C)(C)C)CCCCCCCCCCCCCCC.O>[Cl:43][CH2:11][C:9]1[O:10][C:3]([CH:2]=[O:1])=[CH:5][CH:7]=1 |f:1.2,5.6,^1:34|. Procedure details: To the same three-necked flask as in Example 1 were added 5 g (0.028 mole) of a commercially available D-(+)-galactose and two kinds of surface active agent, i.e., 89.6 mg (0.00028 mole) of cetyltrimethylammonium chloride and 97.6 mg (0.00028 mole) of sodium laurylbenzenesulfonate. Then, 30 ml of toluene was added thereto and the mixture was stirred to make a suspension. Thereafter, about 6 ml of 35% aqueous hydrochloric acid was added dropwise from a dropping funnel over about 1 hour. A slight ...